Dataset: the Open Reaction Database (ORD), a public repository of structured organic reaction records. Task: describe an organic reaction: reactants, conditions, products, and yield Reactants: C(C)OC(C(CC1=C(C=C(C=C1)OCCC1=C(N=C(S1)C1=CC=CC=C1)C)C)OCC)=O ([rac]-2-ethoxy-3-{2-methyl-4-[2-(4-methyl-2-phenyl-thiazol-5-yl)-ethoxy]-phenyl}-propionic acid ethyl ester), [Li+].[OH-] (LiOH). The product is C(C)OC(C(=O)O)CC1=C(C=C(C=C1)OCCC1=C(N=C(S1)C1=CC=CC=C1)C)C ([rac]-2-ethoxy-3-{2-methyl-4-[2-(4-methyl-2-phenyl-thiazol-5-yl)-ethoxy]-phenyl}-propionic acid). RXN SMILES: C([O:3][C:4](=[O:32])[CH:5]([O:29][CH2:30][CH3:31])[CH2:6][C:7]1[CH:12]=[CH:11][C:10]([O:13][CH2:14][CH2:15][C:16]2[S:20][C:19]([C:21]3[CH:26]=[CH:25][CH:24]=[CH:23][CH:22]=3)=[N:18][C:17]=2[CH3:27])=[CH:9][C:8]=1[CH3:28])C.[Li+].[OH-]>>[CH2:30]([O:29][CH:5]([CH2:6][C:7]1[CH:12]=[CH:11][C:10]([O:13][CH2:14][CH2:15][C:16]2[S:20][C:19]([C:21]3[CH:26]=[CH:25][CH:24]=[CH:23][CH:22]=3)=[N:18][C:17]=2[CH3:27])=[CH:9][C:8]=1[CH3:28])[C:4]([OH:32])=[O:3])[CH3:31] |f:1.2|. Procedure details: In analogy to the procedure described in example 10 d], [rac]-2-ethoxy-3-{2-methyl-4-[2-(4-methyl-2-phenyl-thiazol-5-yl)-ethoxy]-phenyl}-propionic acid ethyl ester was treated with LiOH to obtain [rac]-2-ethoxy-3-{2-methyl-4-[2-(4-methyl-2-phenyl-thiazol-5-yl)-ethoxy]-phenyl}-propionic acid as colorless liquid. Reactants: Fc1cc2[nH]ncc2cc1Br, C1CCOC1, [H-], [Na+]. Product: Cn1ncc2cc(Br)c(F)cc21. As a reaction SMILES: [Br:3][c:4]1[cH:5][c:6]2[cH:7][n:8][nH:9][c:10]2[cH:11][c:12]1[F:13].[CH2:14]1[O:15][CH2:16][CH2:17][CH2:18]1.[H-:2].[Na+:1]>>[Br:3][c:4]1[cH:5][c:6]2[cH:7][n:8][n:9]([CH3:14])[c:10]2[cH:11][c:12]1[F:13]. Starting materials: CCCC(C(=O)OC)c1c(C)nc2cc(C(C)(C)C)nn2c1Cl, CCc1ccc(B(O)O)cc1, CCN(C(C)C)C(C)C. The product is CCCC(C(=O)OC)c1c(C)nc2cc(C(C)(C)C)nn2c1-c1ccc(CC)cc1. RXN SMILES: [C:1]([CH3:2])([CH3:3])([CH3:4])[c:5]1[n:6][n:7]2[c:8]([n:9][c:10]([CH3:22])[c:11]([CH:14]([C:15](=[O:16])[O:17][CH3:18])[CH2:19][CH2:20][CH3:21])[c:12]2[Cl:13])[cH:23]1.[CH2:24]([CH3:25])[c:26]1[cH:27][cH:28][c:29]([B:32]([OH:33])[OH:34])[cH:30][cH:31]1.[CH:35]([N:36]([CH:37]([CH3:38])[CH3:39])[CH2:40][CH3:41])([CH3:42])[CH3:43]>>[C:1]([CH3:2])([CH3:3])([CH3:4])[c:5]1[n:6][n:7]2[c:8]([n:9][c:10]([CH3:22])[c:11]([CH:14]([C:15](=[O:16])[O:17][CH3:18])[CH2:19][CH2:20][CH3:21])[c:12]2-[c:29]2[cH:28][cH:27][c:26]([CH2:24][CH3:25])[cH:31][cH:30]2)[cH:23]1. Reactants: CCOC(=O)c1nc(Br)c2nc(-c3ccccc3)sc2c1O, CC[Sn](CC)(CC)CC, CN(C)C=O, Cl[Pd]Cl, c1ccc(P(c2ccccc2)c2ccccc2)cc1, c1ccc(P(c2ccccc2)c2ccccc2)cc1. Product: CCOC(=O)c1nc(CC)c2nc(-c3ccccc3)sc2c1O. As a reaction SMILES: [CH2:1]([CH3:2])[O:3][C:4](=[O:5])[c:6]1[c:7]([OH:22])[c:8]2[c:9]([c:10]([Br:12])[n:11]1)[n:13][c:14](-[c:16]1[cH:17][cH:18][cH:19][cH:20][cH:21]1)[s:15]2.[CH2:23]([CH3:24])[Sn:25]([CH2:26][CH3:27])([CH2:28][CH3:29])[CH2:30][CH3:31].[CH3:32][N:33]([CH3:34])[CH:35]=[O:36].[Pd:37]([Cl:38])[Cl:39].[c:40]1([P:41]([c:42]2[cH:43][cH:44][cH:45][cH:46][cH:47]2)[c:48]2[cH:49][cH:50][cH:51][cH:52][cH:53]2)[cH:54][cH:55][cH:56][cH:57][cH:58]1.[c:59]1([P:60]([c:61]2[cH:62][cH:63][cH:64][cH:65][cH:66]2)[c:67]2[cH:68][cH:69][cH:70][cH:71][cH:72]2)[cH:73][cH:74][cH:75][cH:76][cH:77]1>>[CH2:1]([CH3:2])[O:3][C:4](=[O:5])[c:6]1[c:7]([OH:22])[c:8]2[c:9]([c:10]([CH2:23][CH3:24])[n:11]1)[n:13][c:14](-[c:16]1[cH:17][cH:18][cH:19][cH:20][cH:21]1)[s:15]2. The reactants are 11, C(=O)(N1C=NC=C1)N1C=NC=C1 (carbonyldiimidazole), [N-]1C=NC=C1 (imidazolide), N1C(C=CC=C1)=O (pyridone). The solvent is CN(C)C=O (DMF), CN(C=O)C (Dimethylformamide). Run at time 24 hour. Yields the product N1(C=NC=C1)C(=O)C=1C=C(C(NC1C)=O)C#N (5-(N-imidazolyl-carbonyl)-3-cyano-6-methyl-2-pyridone). Yield: 40.0%. As a reaction SMILES: [C:1]([N:8]1[CH:12]=[CH:11]N=C1)(N1C=CN=C1)=[O:2].[NH:13]1[CH:18]=[CH:17][CH:16]=[CH:15][C:14]1=[O:19].[N-:20]1[CH:24]=[CH:23][N:22]=[CH:21]1>CN(C=O)C>[N:20]1([C:14]([C:15]2[CH:16]=[C:17]([C:18]#[N:13])[C:1](=[O:2])[NH:8][C:12]=2[CH3:11])=[O:19])[CH:24]=[CH:23][N:22]=[CH:21]1. Procedure: To 0.20 g (1.1 mmol) of 11 in 10 ml DMF was added carbonyldiimidazole (0.223 g, 1.4 mmol). The solution was stirred for 24 hours at room temperature. Dimethylformamide was stripped off under reduced pressure giving an oil which crystallized upon further drying. The solid was washed with water and dried in the vacuum dessicator. Yellow solids were obtained: 0.11 g, 40% yield; mp=237°-238° C. with decomposition; NMR (DMSO-d6) δ 2.5 (s, 3H), 7.2 (d, 1H), 7.8 (d, 1H), 8.4 (2s, 2H); IR (KRr) 1670 cm-...